From a dataset of the Open Reaction Database (ORD), a public repository of structured organic reaction records. describe an organic reaction: reactants, conditions, products, and yield Starting materials: O=C1NCC2(CCN(Cc3ccccc3)CC2)O1, CCI, CN(C)C=O, Cl, [H-], [Na+], O. Product: CCN1CC2(CCN(Cc3ccccc3)CC2)OC1=O. As a reaction SMILES: [CH2:1]([c:2]1[cH:3][cH:4][cH:5][cH:6][cH:7]1)[N:8]1[CH2:9][CH2:10][C:11]2([CH2:12][NH:13][C:14](=[O:16])[O:15]2)[CH2:17][CH2:18]1.[CH2:21]([CH3:22])[I:23].[CH3:26][N:27]([CH3:28])[CH:29]=[O:30].[ClH:24].[H-:19].[Na+:20].[OH2:25]>>[CH2:1]([c:2]1[cH:3][cH:4][cH:5][cH:6][cH:7]1)[N:8]1[CH2:9][CH2:10][C:11]2([CH2:12][N:13]([CH2:21][CH3:22])[C:14](=[O:16])[O:15]2)[CH2:17][CH2:18]1. The reactants are O=C([O-])[O-], CNCCCC(=O)O, COC(=O)Cl, Cl, Cl, [K+], [K+], C1COCCO1, O. RXN SMILES: [C:10](=[O:11])([O-:12])[O-:13].[CH3:2][NH:3][CH2:4][CH2:5][CH2:6][C:7](=[O:8])[OH:9].[Cl:16][C:17](=[O:18])[O:19][CH3:20].[ClH:1].[ClH:21].[K+:14].[K+:15].[O:23]1[CH2:24][CH2:25][O:26][CH2:27][CH2:28]1.[OH2:22]>>[CH3:2][N:3]([CH2:4][CH2:5][CH2:6][C:7](=[O:8])[OH:9])[C:17](=[O:18])[O:19][CH3:20]. The product is COC(=O)N(C)CCCC(=O)O. Starting materials: C1CCOC1, C[Si](C)(C)[N-][Si](C)(C)C, COc1ccc(CN(Cc2ccc(OC)cc2)c2nc(C)nc(-c3cc(OC(F)F)cnc3F)n2)cc1, [Li+], COc1ccc(N)cn1. The product is COc1ccc(CN(Cc2ccc(OC)cc2)c2nc(C)nc(-c3cc(OC(F)F)cnc3Nc3ccc(OC)nc3)n2)cc1. Reaction SMILES: [CH2:57]1[O:58][CH2:59][CH2:60][CH2:61]1.[CH3:47][Si:48]([N-:49][Si:50]([CH3:51])([CH3:52])[CH3:53])([CH3:54])[CH3:55].[F:1][CH:2]([O:3][c:4]1[cH:5][c:6](-[c:11]2[n:12][c:13]([N:18]([CH2:19][c:20]3[cH:21][cH:22][c:23]([O:26][CH3:27])[cH:24][cH:25]3)[CH2:28][c:29]3[cH:30][cH:31][c:32]([O:35][CH3:36])[cH:33][cH:34]3)[n:14][c:15]([CH3:17])[n:16]2)[c:7]([F:10])[n:8][cH:9]1)[F:37].[Li+:56].[NH2:38][c:39]1[cH:40][cH:41][c:42]([O:45][CH3:46])[n:43][cH:44]1>>[F:1][CH:2]([O:3][c:4]1[cH:5][c:6](-[c:11]2[n:12][c:13]([N:18]([CH2:19][c:20]3[cH:21][cH:22][c:23]([O:26][CH3:27])[cH:24][cH:25]3)[CH2:28][c:29]3[cH:30][cH:31][c:32]([O:35][CH3:36])[cH:33][cH:34]3)[n:14][c:15]([CH3:17])[n:16]2)[c:7]([NH:38][c:39]2[cH:40][cH:41][c:42]([O:45][CH3:46])[n:43][cH:44]2)[n:8][cH:9]1)[F:37]. Reactants: [Li+].C[Si](C)(C)[N-][Si](C)(C)C (LHMDS), C1CCOC1 (THF), C1=CC=CC2=CC=CC=C12 (naphthalene), CNC (dimethylamine). Reagents/catalysts: CC(C)OC1=C(C(=CC=C1)OC(C)C)C2=CC=CC=C2P(C3CCCCC3)C4CCCCC4.CC(C)(C)OC.C1=CC=C([C-]=C1)CCN.Cl[Pd+] (Ruphos palladacycle). Run at temperature 85 celsius. The product is CN(C1=C2C=C3C(=CC2=CC=C1)C(CC3)=O)C (5-(Dimethylamino)-2,3-dihydro-1H-cyclopenta[b]naphthalen-1-one). The yield is 50.0%. RXN SMILES: [Li+].C[Si]([N-][Si](C)(C)C)(C)C.[CH:11]1[C:20]2[C:15](=[CH:16][CH:17]=[CH:18][CH:19]=2)[CH:14]=[CH:13][CH:12]=1.[CH3:21][NH:22][CH3:23].[CH2:24]1C[O:27][CH2:26][CH2:25]1>CC(OC1C=CC=C(OC(C)C)C=1C1C(P(C2CCCCC2)C2CCCCC2)=CC=CC=1)C.CC(OC)(C)C.C1C=[C-]C(CCN)=CC=1.Cl[Pd+]>[CH3:21][N:22]([CH3:23])[C:16]1[CH:17]=[CH:18][CH:19]=[C:20]2[C:15]=1[CH:14]=[C:13]1[CH2:24][CH2:25][C:26](=[O:27])[C:12]1=[CH:11]2 |f:0.1,5.6.7.8|. Procedure: Follows general procedure E: Ruphos palladacycle (1.5 mg, 0.0020 mmol), LHMDS (0.14 mL, 0.14 mmol), naphthalene (0.016 g, 0.072 mmol), THF (0.20 mL), and dimethylamine (54 μL, 0.11 mmol). The reaction mixture was heated at 85° C. for 1.5 h, turning the reaction mixture dark brown over time. The crude product was purified by silica gel flash column chromatography (1.5 cm, 5% ethyl acetate/hexanes) to yield the title compound as a yellow solid (8 mg, 50%). Reactants: O=C(CBr)c1ccc(Cl)c(Cl)c1, C1CCOC1. Yields the product OC(CBr)c1ccc(Cl)c(Cl)c1. Reaction SMILES: [Br:1][CH2:2][C:3](=[O:4])[c:5]1[cH:6][c:7]([Cl:12])[c:8]([Cl:11])[cH:9][cH:10]1.[CH2:13]1[O:14][CH2:15][CH2:16][CH2:17]1>>[Br:1][CH2:2][CH:3]([OH:4])[c:5]1[cH:6][c:7]([Cl:12])[c:8]([Cl:11])[cH:9][cH:10]1. The product is C(C)N(CC)CC1=C(N=C2N(C3=C(N21)C=C(C(=C3)C)C)CC)C (3-Diethylaminomethyl-2,6,7-trimethyl-9-ethylimidazo[1,2-a]benzimidazole). Reported procedure: A solution of 1.5 g (6.5 mmol) of 2,6,7-trimethyl-9-ethylimidazo[1,2-a]benzimidazole in 8 ml of ethanol is mixed with 0.6 ml (7.5 mmol) of 40% formaldehyde and diethylamine (0.76 ml, 7.5 mmol). Stir at room temperature. Once the reaction is complete (verified by thin- layer chromatography), evaporate, wash the residue with water, dry, and recrystallise from petroleum ether. The solvent is C(C)O (ethanol). Reaction SMILES: [CH3:1][C:2]1[N:3]=[C:4]2[N:8]([CH:9]=1)[C:7]1[CH:10]=[C:11]([CH3:15])[C:12]([CH3:14])=[CH:13][C:6]=1[N:5]2[CH2:16][CH3:17].[CH2:18]=O.[CH2:20]([NH:22][CH2:23][CH3:24])[CH3:21]>C(O)C>[CH2:20]([N:22]([CH2:18][C:9]1[N:8]2[C:4]([N:5]([CH2:16][CH3:17])[C:6]3[CH:13]=[C:12]([CH3:14])[C:11]([CH3:15])=[CH:10][C:7]=32)=[N:3][C:2]=1[CH3:1])[CH2:23][CH3:24])[CH3:21]. Starting materials: CC=1N=C2N(C3=C(N2C1)C=C(C(=C3)C)C)CC (2,6,7-trimethyl-9-ethylimidazo[1,2-a]benzimidazole), C=O (formaldehyde), C(C)NCC (diethylamine). Starting materials: CCC(CC)C(=O)Cl, CCCN(CCC)CCC, CCOC(C)=O, Cl, Nc1ccc2ncnc(N)c2c1, c1ccncc1. Product: CCC(CC)C(=O)Nc1ccc2ncnc(N)c2c1. Reaction SMILES: [CH2:30]([CH3:31])[CH:32]([C:33](=[O:34])[Cl:35])[CH2:36][CH3:37].[CH3:14][CH2:15][CH2:16][N:17]([CH2:18][CH2:19][CH3:20])[CH2:21][CH2:22][CH3:23].[CH3:38][CH2:39][O:40][C:41](=[O:42])[CH3:43].[ClH:1].[NH2:2][c:3]1[n:4][cH:5][n:6][c:7]2[cH:8][cH:9][c:10]([NH2:13])[cH:11][c:12]12.[cH:24]1[cH:25][cH:26][n:27][cH:28][cH:29]1>>[NH2:2][c:3]1[n:4][cH:5][n:6][c:7]2[cH:8][cH:9][c:10]([NH:13][C:33]([CH:32]([CH2:30][CH3:31])[CH2:36][CH3:37])=[O:34])[cH:11][c:12]12. Reactants: CCOc1c(Nc2cccnc2)c(=O)c1=O, CCO, CC#N, CC(N)CCCCCOc1ccc(Cl)cc1, O=C(O)C(F)(F)F. Product: CC(CCCCCOc1ccc(Cl)cc1)Nc1c(Nc2cccnc2)c(=O)c1=O. As a reaction SMILES: [CH2:1]([O:2][c:4]1[c:5](=[O:16])[c:6](=[O:15])[c:7]1[NH:8][c:9]1[cH:10][n:11][cH:12][cH:13][cH:14]1)[CH3:3].[CH3:33][CH2:34][OH:35].[CH3:36][C:37]#[N:38].[Cl:17][c:18]1[cH:19][cH:20][c:21]([O:22][CH2:23][CH2:24][CH2:25][CH2:26][CH2:27][CH:28]([CH3:29])[NH2:30])[cH:31][cH:32]1.[F:39][C:40]([F:41])([F:42])[C:43]([OH:44])=[O:45]>>[c:4]1([NH:30][CH:28]([CH2:27][CH2:26][CH2:25][CH2:24][CH2:23][O:22][c:21]2[cH:20][cH:19][c:18]([Cl:17])[cH:32][cH:31]2)[CH3:29])[c:5](=[O:16])[c:6](=[O:15])[c:7]1[NH:8][c:9]1[cH:10][n:11][cH:12][cH:13][cH:14]1.